Dataset: the Open Reaction Database (ORD), a public repository of structured organic reaction records. Task: describe an organic reaction: reactants, conditions, products, and yield Reactants: CCOC(=O)CNCc1ccccc1, COC(=O)CC(CF)CBr, CC#N. The product is CCOC(=O)CN(Cc1ccccc1)CC(CF)CC(=O)OC. Reaction SMILES: [CH2:11]([CH3:12])[O:13][C:14]([CH2:15][NH:16][CH2:17][c:18]1[cH:19][cH:20][cH:21][cH:22][cH:23]1)=[O:24].[CH3:1][O:2][C:3]([CH2:4][CH:5]([CH2:6][Br:7])[CH2:8][F:9])=[O:10].[CH3:25][C:26]#[N:27]>>[CH3:1][O:2][C:3]([CH2:4][CH:5]([CH2:6][N:16]([CH2:15][C:14]([O:13][CH2:11][CH3:12])=[O:24])[CH2:17][c:18]1[cH:19][cH:20][cH:21][cH:22][cH:23]1)[CH2:8][F:9])=[O:10]. Reactants: [Br-], COC(=O)C#CCBr, CC[Mg+], C1CCOC1, O, c1cncc(-c2cc3ccccc3[nH]2)c1. The product is COC(=O)C#CCc1c(-c2cccnc2)[nH]c2ccccc12. As a reaction SMILES: [Br-:1].[Br:20][CH2:21][C:22]#[C:23][C:24](=[O:25])[O:26][CH3:27].[CH2:2]([Mg+:3])[CH3:4].[O:29]1[CH2:30][CH2:31][CH2:32][CH2:33]1.[OH2:28].[n:5]1[cH:6][c:7](-[c:11]2[nH:12][c:13]3[cH:14][cH:15][cH:16][cH:17][c:18]3[cH:19]2)[cH:8][cH:9][cH:10]1>>[n:5]1[cH:6][c:7](-[c:11]2[nH:12][c:13]3[cH:14][cH:15][cH:16][cH:17][c:18]3[c:19]2[CH2:21][C:22]#[C:23][C:24](=[O:25])[O:26][CH3:27])[cH:8][cH:9][cH:10]1. Reactants: COc1ccc(C)cc1S(=O)(=O)Cl, ClCCl, Nc1ccccc1NS(=O)(=O)c1cc2ccccc2s1, c1ccncc1. Reaction SMILES: [CH3:21][O:22][c:23]1[c:24]([S:30](=[O:31])(=[O:32])[Cl:33])[cH:25][c:26]([CH3:29])[cH:27][cH:28]1.[Cl:34][CH2:35][Cl:36].[NH2:1][c:2]1[c:3]([NH:8][S:9](=[O:10])(=[O:11])[c:12]2[cH:13][c:14]3[c:15]([s:16]2)[cH:17][cH:18][cH:19][cH:20]3)[cH:4][cH:5][cH:6][cH:7]1.[cH:37]1[cH:38][cH:39][n:40][cH:41][cH:42]1>>[NH:1]([c:2]1[c:3]([NH:8][S:9](=[O:10])(=[O:11])[c:12]2[cH:13][c:14]3[c:15]([s:16]2)[cH:17][cH:18][cH:19][cH:20]3)[cH:4][cH:5][cH:6][cH:7]1)[S:30]([c:24]1[c:23]([O:22][CH3:21])[cH:28][cH:27][c:26]([CH3:29])[cH:25]1)(=[O:31])=[O:32]. Yields the product COc1ccc(C)cc1S(=O)(=O)Nc1ccccc1NS(=O)(=O)c1cc2ccccc2s1. The reactants are [Si](C1=CC=CC=C1)(C1=CC=CC=C1)(C(C)(C)C)OCC1=C(C(=CC=C1C)[N+](=O)[O-])C (1-(tert-butyldiphenylsilyloxymethyl)-2,6-dimethyl-3-nitrobenzene), [Cl-].[NH4+] (ammonium chloride), O (water). Reagents/catalysts: [Fe] (iron), [Fe] (iron). Run in C(C)O (ethanol). The product is NC=1C(=C(C(=CC1)C)CO[Si](C1=CC=CC=C1)(C1=CC=CC=C1)C(C)(C)C)C (3-amino-1-(tert-butyldiphenylsilyloxymethyl)-2,6-dimethylbenzene). The yield is 109.7%. RXN SMILES: [Si:1]([O:18][CH2:19][C:20]1[C:25]([CH3:26])=[CH:24][CH:23]=[C:22]([N+:27]([O-])=O)[C:21]=1[CH3:30])([C:14]([CH3:17])([CH3:16])[CH3:15])([C:8]1[CH:13]=[CH:12][CH:11]=[CH:10][CH:9]=1)[C:2]1[CH:7]=[CH:6][CH:5]=[CH:4][CH:3]=1.[Cl-].[NH4+].O>C(O)C.[Fe]>[NH2:27][C:22]1[C:21]([CH3:30])=[C:20]([CH2:19][O:18][Si:1]([C:14]([CH3:16])([CH3:15])[CH3:17])([C:2]2[CH:7]=[CH:6][CH:5]=[CH:4][CH:3]=2)[C:8]2[CH:13]=[CH:12][CH:11]=[CH:10][CH:9]=2)[C:25]([CH3:26])=[CH:24][CH:23]=1 |f:1.2|. Reported procedure: To a suspension of 1-(tert-butyldiphenylsilyloxymethyl)-2,6-dimethyl-3-nitrobenzene (42 g) and ammonium chloride (4.2 g) in ethanol (378 ml)-water (42 ml) was added iron (7.0 g), and the mixture was refluxed for 6 hours, during which iron (7.0 g) was added thereto twice. Insoluble materials were filtered off, and the filtrate was concentrated. To the residue was added water and extracted with ethyl acetate. The organic layer was washed with water and brine, dried over magnesium sulfate and conce... Starting materials: CC(C(=O)NC1=CC=C2C=CCOC2=C1C(=O)OC)(C)C (Methyl 7-(2,2-dimethylpropionylamino)-2H-chromene-8-carboxylate), C(Br)(Br)Br (bromoform), CC(C(=O)NC1=CC=C2C=CCOC2=C1C(=O)OC)(C)C (Methyl 7-(2,2-dimethylpropionylamino)-2H-chromene-8-carboxylate), [OH-].[Na+] (sodium hydroxide). Reagents/catalysts: [Cl-].C(C1=CC=CC=C1)[N+](CC)(CC)CC (benzyl triethyl ammonium chloride). Run at temperature 60 celsius. Product: BrC1(C2COC3=C(C(=CC=C3C21)NC(C(C)(C)C)=O)C(=O)OC)Br (methyl 1,1-dibromo-5-(2,2-dimethylpropionylamino)-1,1a,2,7b-tetrahydrocyclopropa[c]chromene-4-carboxylate). As a reaction SMILES: [CH3:1][C:2]([CH3:21])([CH3:20])[C:3]([NH:5][C:6]1[C:15]([C:16]([O:18][CH3:19])=[O:17])=[C:14]2[C:9]([CH:10]=[CH:11][CH2:12][O:13]2)=[CH:8][CH:7]=1)=[O:4].[OH-].[Na+].[CH:24](Br)([Br:26])[Br:25]>[Cl-].C([N+](CC)(CC)CC)C1C=CC=CC=1>[Br:25][C:24]1([Br:26])[CH:10]2[CH:11]1[CH2:12][O:13][C:14]1[C:9]2=[CH:8][CH:7]=[C:6]([NH:5][C:3](=[O:4])[C:2]([CH3:21])([CH3:20])[CH3:1])[C:15]=1[C:16]([O:18][CH3:19])=[O:17] |f:1.2,4.5|. Procedure details: Methyl 7-(2,2-dimethylpropionylamino)-2H-chromene-8-carboxylate (Intermediate 45, 2.372 g) and benzyl triethyl ammonium chloride (0.373 g) were suspended in bromoform (6.45 mL) and aqueous sodium hydroxide solution (50%, 3.64 mL) was added dropwise. The resultant black suspension was heated to 60° C. for 2 hours. After cooling, the mixture was partitioned between water and ethyl acetate. The emulsion formed was filtered through a pad of Celite and the organic layer was decanted off. The aqueous ... Starting materials: CC([C@@H](C(=O)NC)NC(=O)C=1N=C(N2C1CNCC2)C2=CC=CC=C2)(C)C ((S)-N-(3,3-dimethyl-1-(methylamino)-1-oxobutan-2-yl)-3-phenyl-5,6,7,8-tetrahydroimidazo[1,5-a]pyrazine-1-carboxamide), amines, CNC([C@@H](N)C(C)(C)C)=O (L-tert-Leucine methylamide), BrC1=NC(=C2N1CCN(C2)C(=O)OC(C)(C)C)C(=O)O (3-bromo-7-(tert-butoxycarbonyl)-5,6,7,8-tetrahydroimidazo[1,5-a]pyrazine-1-carboxylic acid). Yields the product compounds 22-29, BrC1=NC(=C2N1CCN(C2)C(=O)OC(C)(C)C)C(N[C@H](C(=O)NC)C(C)(C)C)=O ((S)-tert-butyl 3-bromo-1-(3,3-dimethyl-1-(methylamino)-1-oxobutan-2-ylcarbamoyl)-5,6-dihydroimidazo[1,5-a]pyrazine-7(8H)-carboxylate). Reaction SMILES: CC(C)(C)[C@H](NC(C1N=C(C2C=CC=CC=2)N2CCNCC=12)=O)C(NC)=O.[CH3:28][NH:29][C:30](=[O:37])[C@H:31]([C:33]([CH3:36])([CH3:35])[CH3:34])[NH2:32].[Br:38][C:39]1[N:43]2[CH2:44][CH2:45][N:46]([C:48]([O:50][C:51]([CH3:54])([CH3:53])[CH3:52])=[O:49])[CH2:47][C:42]2=[C:41]([C:55](O)=[O:56])[N:40]=1>>[Br:38][C:39]1[N:43]2[CH2:44][CH2:45][N:46]([C:48]([O:50][C:51]([CH3:52])([CH3:54])[CH3:53])=[O:49])[CH2:47][C:42]2=[C:41]([C:55](=[O:56])[NH:32][C@@H:31]([C:33]([CH3:36])([CH3:35])[CH3:34])[C:30]([NH:29][CH3:28])=[O:37])[N:40]=1. Reported procedure: Additional compounds 22-29 were synthesized by the same procedure as described above (Examples 1 and 2) for Compound 2 except that in Example 1, alternative amines were used in place of L-tert-Leucine methylamide in the reaction with intermediate Intermediate 1I to form intermediate Intermediate 1J. For example, Compound 22 was synthesized in the same manner as Compound 2 except that (S)-2-amino-3,3-dimethylbutan-1-ol was used in place of L-tert-Leucine methylamide. Compound 23 was synthesized i... Product: C(C)OC(C1=CC=C(\C=N\C2=C3COC(C3=CC=C2)=O)C=C1)OCC ((E)-4-(4-(diethoxymethyl)benzylideneamino)isobenzofuran-1(3H)-one). Starting materials: NC1=C2COC(C2=CC=C1)=O (4-Aminoisobenzofuran-1(3H)-one), C(C)OC(C1=CC=C(C=O)C=C1)OC (4-(ethoxy(methoxy)methyl)benzaldehyde), S(=O)(=O)([O-])[O-].[Mg+2] (magnesium sulfate), ClCCl (dichloromethane). As a reaction SMILES: [NH2:1][C:2]1[CH:10]=[CH:9][CH:8]=[C:7]2[C:3]=1[CH2:4][O:5][C:6]2=[O:11].[CH2:12]([O:14][CH:15]([O:24][CH3:25])[C:16]1[CH:23]=[CH:22][C:19]([CH:20]=O)=[CH:18][CH:17]=1)[CH3:13].S([O-])([O-])(=O)=O.[Mg+2].Cl[CH2:33]Cl>>[CH2:12]([O:14][CH:15]([O:24][CH2:25][CH3:33])[C:16]1[CH:23]=[CH:22][C:19](/[CH:20]=[N:1]/[C:2]2[CH:10]=[CH:9][CH:8]=[C:7]3[C:3]=2[CH2:4][O:5][C:6]3=[O:11])=[CH:18][CH:17]=1)[CH3:13] |f:2.3|. Procedure details: 4-Aminoisobenzofuran-1(3H)-one (600 mg, 4 mmol), 4-(ethoxy(methoxy)methyl)benzaldehyde (1.6 g, 8 mmol) and 1 g of magnesium sulfate were added into 40 mL of dichloromethane and stirred under reflux overnight, then the mixture was evaporated under reduced pressure and the residue was dried in vacuum to give 600 mg of crude product (E)-4-(4-(diethoxymethyl)benzylideneamino)isobenzofuran-1(3H)-one which without further purification was used in next step. Reactants: O (water), N(N)C=1C=CC=2C(=NC(=C(N2)O)C2=CC=CC=C2)N1 (6-hydrazino-3-phenylpyrido[2,3-b]pyrazin-2-ol), C(C1=CN=CC=C1)(=O)O (nicotinic acid), C(CCl)Cl (EDC). Solvent: CN1CCCC1=O (NMP). Conditions: time 8 hour. Product: OC=1N=C2C(=NC1C1=CC=CC=C1)N=C(C=C2)NNC(C2=CN=CC=C2)=O (N′-(2-hydroxy-3-phenylpyrido[2,3-b]pyrazin-6-yl)nicotinohydrazide). RXN SMILES: [NH:1]([C:3]1[CH:4]=[CH:5][C:6]2[C:7]([N:19]=1)=[N:8][C:9]([C:13]1[CH:18]=[CH:17][CH:16]=[CH:15][CH:14]=1)=[C:10]([OH:12])[N:11]=2)[NH2:2].[C:20](O)(=[O:27])[C:21]1[CH:26]=[CH:25][CH:24]=[N:23][CH:22]=1.C(Cl)CCl.O>CN1C(=O)CCC1>[OH:12][C:10]1[N:11]=[C:6]2[CH:5]=[CH:4][C:3]([NH:1][NH:2][C:20](=[O:27])[C:21]3[CH:26]=[CH:25][CH:24]=[N:23][CH:22]=3)=[N:19][C:7]2=[N:8][C:9]=1[C:13]1[CH:18]=[CH:17][CH:16]=[CH:15][CH:14]=1. Procedure details: To a mixture of 6-hydrazino-3-phenylpyrido[2,3-b]pyrazin-2-ol (3-3) (3.7 g, 14.5 mmol) and nicotinic acid (2.1 g, 17.4 mmol) in NMP (50 mL) was added EDC (3.1 g, 16.0 mmol), and stirred at room temperature for overnight. To the mixture was added water, and the resulting solid was collected by filtration to yield N-(2-hydroxy-3-phenylpyrido[2,3-b]pyrazin-6-yl)nicotinohydrazide (3-4). The reactants are CCc1cc(OCC2CN(C)c3ccccc3O2)cc(C)c1C(=O)Nc1cc(C2(C(=O)OC)CC2)ccc1C(F)(F)F, CO, [Na+], [OH-]. Product: CCc1cc(OCC2CN(C)c3ccccc3O2)cc(C)c1C(=O)Nc1cc(C2(C(=O)O)CC2)ccc1C(F)(F)F. As a reaction SMILES: [CH2:1]([CH3:2])[c:3]1[c:4]([C:5](=[O:6])[NH:7][c:8]2[cH:9][c:10]([C:18]3([C:21](=[O:22])[O:23][CH3:24])[CH2:19][CH2:20]3)[cH:11][cH:12][c:13]2[C:14]([F:15])([F:16])[F:17])[c:25]([CH3:42])[cH:26][c:27]([O:29][CH2:30][CH:31]2[O:32][c:33]3[c:34]([cH:38][cH:39][cH:40][cH:41]3)[N:35]([CH3:37])[CH2:36]2)[cH:28]1.[CH3:45][OH:46].[Na+:44].[OH-:43]>>[CH2:1]([CH3:2])[c:3]1[c:4]([C:5](=[O:6])[NH:7][c:8]2[cH:9][c:10]([C:18]3([C:21](=[O:22])[OH:23])[CH2:19][CH2:20]3)[cH:11][cH:12][c:13]2[C:14]([F:15])([F:16])[F:17])[c:25]([CH3:42])[cH:26][c:27]([O:29][CH2:30][CH:31]2[O:32][c:33]3[c:34]([cH:38][cH:39][cH:40][cH:41]3)[N:35]([CH3:37])[CH2:36]2)[cH:28]1. The reactants are C1CCOC1, CS(=O)(=O)c1nccc(-n2ccnc2-c2ccccc2)n1, [H-], Nc1ccccn1, [Na+]. Yields the product c1ccc(-c2nccn2-c2ccnc(Nc3ccccn3)n2)cc1. Reaction SMILES: [CH2:31]1[O:32][CH2:33][CH2:34][CH2:35]1.[CH3:10][S:11](=[O:12])(=[O:13])[c:14]1[n:15][cH:16][cH:17][c:18](-[n:20]2[c:21](-[c:25]3[cH:26][cH:27][cH:28][cH:29][cH:30]3)[n:22][cH:23][cH:24]2)[n:19]1.[H-:9].[NH2:1][c:2]1[n:3][cH:4][cH:5][cH:6][cH:7]1.[Na+:8]>>[NH:1]([c:2]1[n:3][cH:4][cH:5][cH:6][cH:7]1)[c:14]1[n:15][cH:16][cH:17][c:18](-[n:20]2[c:21](-[c:25]3[cH:26][cH:27][cH:28][cH:29][cH:30]3)[n:22][cH:23][cH:24]2)[n:19]1.